From a dataset of the Open Reaction Database (ORD), a public repository of structured organic reaction records. describe an organic reaction: reactants, conditions, products, and yield Procedure: 0.34 g (1.65 mmole) of magnesium(II)-chloride hexahydrate is dissolved in 15 cm3 of 2-propanol at 50° C. under intensive stirring, and 1.0 g (3.3 mmole) of vildagliptin base is added to the solution. The solution is stirred at room temperature for 2 hours and is subsequently evaporated. The remaining crystalline product is washed with propanol and dried. Reaction SMILES: O.O.O.O.O.O.[Cl-:7].[Mg+2:8].[Cl-].[CH2:10]1[CH2:14][N:13]([C:15]([CH2:17][NH:18][C:19]23[CH2:28][C:26]4([OH:29])[CH2:27][CH:21]([CH2:22][CH:23]([CH2:25]4)[CH2:24]2)[CH2:20]3)=[O:16])[C@H:12]([C:30]#[N:31])[CH2:11]1>CC(O)C>[CH2:10]1[CH2:14][N:13]([C:15]([CH2:17][NH:18][C:19]23[CH2:28][C:26]4([OH:29])[CH2:25][CH:23]([CH2:22][CH:21]([CH2:27]4)[CH2:20]2)[CH2:24]3)=[O:16])[C@H:12]([C:30]#[N:31])[CH2:11]1.[Cl-:7].[Mg+2:8].[Cl-:7] |f:0.1.2.3.4.5.6.7.8,11.12.13.14|. The solvent is CC(C)O (2-propanol). Reaction conditions: time 2 hour. Yields the product C1C[C@H](N(C1)C(=O)CNC23CC4CC(C2)CC(C4)(C3)O)C#N.[Cl-].[Mg+2].[Cl-] (Vildagliptin Magnesium(II)-Chloride). The reactants are O.O.O.O.O.O.[Cl-].[Mg+2].[Cl-] (magnesium(II)-chloride hexahydrate), C1C[C@H](N(C1)C(=O)CNC23CC4CC(C2)CC(C4)(C3)O)C#N (vildagliptin). RXN SMILES: [CH3:1][C:2]1[S:3][C:4]2[C:10]([OH:11])=[CH:9][CH:8]=[CH:7][C:5]=2[N:6]=1.CC(=C)CCO.Cl[C:19]1C=C[CH:22]=[C:21]([C:25]([O:27]O)=O)[CH:20]=1.[OH-].[Na+]>C(Cl)Cl>[CH3:1][C:2]1[S:3][C:4]2[C:10]([O:11][CH2:19][CH2:20][C:21]3([CH3:22])[CH2:25][O:27]3)=[CH:9][CH:8]=[CH:7][C:5]=2[N:6]=1 |f:3.4|. Solvent: C(Cl)Cl (CH2Cl2), C(Cl)Cl (CH2Cl2). Procedure details: 2-Methyl-7-hydroxybenzothiazoie was alkylated with 3-methyl-3-buten-1-ol according to Method VI. The product of this alkylation (0.30 g, 1.28 mmol) was dissolved in CH2Cl2 at about 0° C. to which was then added a solution of m-chloroperbenzoic acid (0.95 g, 5.53 mmol) in CH2Cl2. The reaction was allowed to warm to room temperature and after about 0.5 h the reaction was complete. 1N NaOH was added, the layers separated and the organic layer was washed with additional 1N NaOH and H2O. The organic ... The reactants are CC=1SC2=C(N1)C=CC=C2O (2-Methyl-7-hydroxybenzothiazoie), ClC1=CC(=CC=C1)C(=O)OO (m-chloroperbenzoic acid), [OH-].[Na+] (NaOH), CC(CCO)=C (3-methyl-3-buten-1-ol). Yields the product CC=1SC2=C(N1)C=CC=C2OCCC2(OC2)C (2-Methyl-7-[2-(2-methyl-oxiranyl)-ethoxy]-benzothiazole). Yield: 63.0%. Starting materials: FC1=C(C=CC=C1)CSC1=[N+](C=CC=C1)[O-] (2-(2-fluorophenylmethylthio)pyridine N-oxide), C1=CC(=CC(=C1)Cl)C(=O)OO (MCPBA). Run in C(Cl)(Cl)Cl (chloroform), C(Cl)(Cl)Cl (chloroform). Reported procedure: The procedure employed is identical to that of Example 68 using 5.7 gm (0.024 mol) 2-(2-fluorophenylmethylthio)pyridine N-oxide in 50 ml of chloroform with 4.8 gm (0.024 mol) MCPBA in 75 ml chloroform. Product: FC1=C(C=CC=C1)CS(=O)C1=[N+](C=CC=C1)[O-] (2-(2-Fluorophenylmethylsulfinyl)pyridine N-oxide). Reaction SMILES: [F:1][C:2]1[CH:7]=[CH:6][CH:5]=[CH:4][C:3]=1[CH2:8][S:9][C:10]1[CH:15]=[CH:14][CH:13]=[CH:12][N+:11]=1[O-:16].C1C=C(Cl)C=C(C(OO)=[O:25])C=1>C(Cl)(Cl)Cl>[F:1][C:2]1[CH:7]=[CH:6][CH:5]=[CH:4][C:3]=1[CH2:8][S:9]([C:10]1[CH:15]=[CH:14][CH:13]=[CH:12][N+:11]=1[O-:16])=[O:25]. Reactants: CC(C)OP(=O)OC(C)C (effective_coupling_partner), COc1ccc(OC(=O)C(C)(C)C)cc1 (substrate). Reagents/catalysts: dcype. Run at temperature 100 celsius, time 24 hour. The product is COc1ccc(P(=O)(OC(C)C)OC(C)C)cc1. Starting materials: C(C)(C)(C)OC(=O)NC1=C(C=CC=C1)B(O)O (2-(tert-butoxycarbonylamino)phenylboronic acid), ClC=1C(=NC=C(C1)C(F)(F)F)C#N (3-chloro-5-(trifluoromethyl)picohnonitrile), tetrakis(triphenyl-phosphine)palladium, C([O-])([O-])=O.[K+].[K+] (potassium carbonate). Solvent: CO (methanol), ClCCl (dichloromethane), O (water), C1(=CC=CC=C1)C (toluene). Reaction conditions: temperature 100 celsius, time 8 hour. The product is FC(C=1C=NC2=C(N=C3C(=C2C1)C=CC=C3)N)(F)F (2-(trifluoromethyl)benzo[f][1,7]naphthyridin-5-amine). Reaction SMILES: C(OC([NH:8][C:9]1[CH:14]=[CH:13][CH:12]=[CH:11][C:10]=1B(O)O)=O)(C)(C)C.Cl[C:19]1[C:20]([C:29]#[N:30])=[N:21][CH:22]=[C:23]([C:25]([F:28])([F:27])[F:26])[CH:24]=1.C(=O)([O-])[O-].[K+].[K+]>C1(C)C=CC=CC=1.CO.ClCCl.O>[F:26][C:25]([F:28])([F:27])[C:23]1[CH:22]=[N:21][C:20]2[C:19]([CH:24]=1)=[C:10]1[CH:11]=[CH:12][CH:13]=[CH:14][C:9]1=[N:8][C:29]=2[NH2:30] |f:2.3.4|. Procedure: A solution of 2-(tert-butoxycarbonylamino)phenylboronic acid (1.0 eq.) and 3-chloro-5-(trifluoromethyl)picolinonitrile (from step 2) (1.0 eq.) in toluene (0.44 M) was mixed with tetrakis(triphenyl-phosphine)palladium (5 mol %) and 2N aqueous potassium carbonate solution (2.0 eq.). The reaction was heated to 100° C. and stirred overnight. After cooling to ambient temperature, the reaction content was diluted with 2% methanol in dichloromethane and water. The two phases were separated, and the aqu... The reactants are CC1=CC=CC=2[C@@H]3[C@H](C(NC12)=O)CN(C3)C(=O)OC(C)(C)C ((±)-cis tert-Butyl 6-methyl-4-oxo-3,3a,4,5-tetrahydro-1H-pyrrolo[3,4-c]quinoline-2(9bH)-carboxylate), solution. The solvent is C1CCOC1 (THF), C1CCOC1 (THF). Run at time 2 hour. Product: CC1=CC=CC=2[C@@H]3[C@H](CNC12)CN(C3)C(=O)OC(C)(C)C ((±)-cis tert-Butyl 6-methyl-3,3a,4,5-tetrahydro-1H-pyrrolo[3,4-c]quinoline-2(9bH)-carboxylate). The yield is 67.0%. As a reaction SMILES: [CH3:1][C:2]1[C:11]2[NH:10][C:9](=O)[C@@H:8]3[CH2:13][N:14]([C:16]([O:18][C:19]([CH3:22])([CH3:21])[CH3:20])=[O:17])[CH2:15][C@@H:7]3[C:6]=2[CH:5]=[CH:4][CH:3]=1>C1COCC1>[CH3:1][C:2]1[C:11]2[NH:10][CH2:9][C@@H:8]3[CH2:13][N:14]([C:16]([O:18][C:19]([CH3:22])([CH3:21])[CH3:20])=[O:17])[CH2:15][C@@H:7]3[C:6]=2[CH:5]=[CH:4][CH:3]=1. Procedure details: To a solution of (±)-cis tert-butyl 6-methyl-4-oxo-3,3a,4,5-tetrahydro-1H-pyrrolo[3,4-c]quinoline-2(9bH)-carboxylate from Example 18, Part A (2.4 g, 8 mmol) in 60 mL of THF at 0° C. was added borane THF complex (40 mL of a 1 M solution in THF, 40 mmol) dropwise. The reaction was allowed to warm to ambient temperature and was stirred for 2 h. The reaction was quenched carefully with water and extracted with ethyl acetate. The organics were washed with brine, dried (Na2SO4) and concentrated in vac...